This data is from the Open Reaction Database (ORD), a public repository of structured organic reaction records. The task is: describe an organic reaction: reactants, conditions, products, and yield Reactants: C(C)(C)O (isopropanol), O(C1=CC=CC=C1)CCCCCBr (phenoxy pentyl bromide), C1(=CC=CC=C1)C1C(CCCC1)=O (2-phenylcyclohexanone), [H-].[Na+] (NaH). Solvent: C1CCOC1 (THF). Product: O(C1=CC=CC=C1)CCCCCC1(C(CCCC1)=O)C1=CC=CC=C1 ((5-phenoxypentyl)-2-phenylcyclohexanone). Reaction SMILES: [O:1]([CH2:8][CH2:9][CH2:10][CH2:11][CH2:12]Br)[C:2]1[CH:7]=[CH:6][CH:5]=[CH:4][CH:3]=1.[C:14]1([CH:20]2[CH2:25][CH2:24][CH2:23][CH2:22][C:21]2=[O:26])[CH:19]=[CH:18][CH:17]=[CH:16][CH:15]=1.[H-].[Na+].C(O)(C)C>C1COCC1>[O:1]([CH2:8][CH2:9][CH2:10][CH2:11][CH2:12][C:20]1([C:14]2[CH:15]=[CH:16][CH:17]=[CH:18][CH:19]=2)[CH2:25][CH2:24][CH2:23][CH2:22][C:21]1=[O:26])[C:2]1[CH:7]=[CH:6][CH:5]=[CH:4][CH:3]=1 |f:2.3|. Reported procedure: To a mixture of 5 phenoxy pentyl bromide (122.0 g, 0.5 mol) and 2-phenylcyclohexanone (104.4 g, 0.6 mol) in 1.5 L THF, NaH (0.55 mol, 24.0 g) was added portionwise, keeping the temperature between 25° to 30° C. After most of the H2 evolution had ceased, the reaction mixture was heated to reflux for 16 hours under a N2 atmosphere. After cooling to room temperature, 50 mL isopropanol was added and the mixture was concentrated in vacuo to half its volume. This residue was diluted with 2 L ether and... The reactants are ClC=1N(C(=C2N(C(N(C(C21)=O)C)=O)CC(C)C)C)CC2=CC=C(C=C2)OC (5-chloro-1-isobutyl-6-(4-methoxybenzyl)-3,7-dimethyl-1H-pyrrolo[3,4-d]pyrimidine-2,4(3H,6H)-dione), C1(=CC=CC=C1)O (phenol), C([O-])([O-])=O.[Cs+].[Cs+] (cesium carbonate). Reaction conditions: temperature 160 celsius. The product is C(C(C)C)N1C(N(C(C=2C1=C(N(C2OC2=CC=CC=C2)CC2=CC=C(C=C2)OC)C)=O)C)=O (1-isobutyl-6-(4-methoxybenzyl)-3,7-dimethyl-5-phenoxy-1H-pyrrolo[3,4-d]pyrimidine-2,4(3H,6H)-dione). The yield is 74.5%. Reaction SMILES: Cl[C:2]1[N:3]([CH2:19][C:20]2[CH:25]=[CH:24][C:23]([O:26][CH3:27])=[CH:22][CH:21]=2)[C:4]([CH3:18])=[C:5]2[C:10]=1[C:9](=[O:11])[N:8]([CH3:12])[C:7](=[O:13])[N:6]2[CH2:14][CH:15]([CH3:17])[CH3:16].[C:28]1([OH:34])[CH:33]=[CH:32][CH:31]=[CH:30][CH:29]=1.C(=O)([O-])[O-].[Cs+].[Cs+]>>[CH2:14]([N:6]1[C:5]2=[C:4]([CH3:18])[N:3]([CH2:19][C:20]3[CH:25]=[CH:24][C:23]([O:26][CH3:27])=[CH:22][CH:21]=3)[C:2]([O:34][C:28]3[CH:33]=[CH:32][CH:31]=[CH:30][CH:29]=3)=[C:10]2[C:9](=[O:11])[N:8]([CH3:12])[C:7]1=[O:13])[CH:15]([CH3:17])[CH3:16] |f:2.3.4|. Reported procedure: 5-chloro-1-isobutyl-6-(4-methoxybenzyl)-3,7-dimethyl-1H-pyrrolo[3,4-d]pyrimidine-2,4(3H,6H)-dione (20 mg, 0.051 mmol) is placed in a Biotage microwave vial, and then phenol (24 mg, 0.25 mmol) and cesium carbonate (50 mg, 0.15 mmol) are added. The mixture is heated at 160° C. in a Biotage microwave instrument for 2 h., and then purified by a semi-preparative HPLC to give 17 mg of pure product as off-white solids. MS (ESI) m/z 448.2 [M+H]+. Starting materials: O=C(CBr)c1ccccc1, CC(C)(C)O, CCNCC, Cc1ccccc1, [Cl-], [Cl-], CC(=O)c1ccc(F)cc1, O=S(=O)(O)O, [Zn+2]. Yields the product O=C(CCC(=O)c1ccc(F)cc1)c1ccccc1. As a reaction SMILES: [Br:21][CH2:22][C:23](=[O:24])[c:25]1[cH:26][cH:27][cH:28][cH:29][cH:30]1.[C:6]([OH:7])([CH3:8])([CH3:9])[CH3:10].[CH2:1]([NH:2][CH2:3][CH3:4])[CH3:5].[CH3:36][c:37]1[cH:38][cH:39][cH:40][cH:41][cH:42]1.[Cl-:43].[Cl-:45].[F:11][c:12]1[cH:13][cH:14][c:15]([C:18]([CH3:19])=[O:20])[cH:16][cH:17]1.[S:31](=[O:32])(=[O:33])([OH:34])[OH:35].[Zn+2:44]>>[F:11][c:12]1[cH:13][cH:14][c:15]([C:18]([CH2:19][CH2:22][C:23](=[O:24])[c:25]2[cH:26][cH:27][cH:28][cH:29][cH:30]2)=[O:20])[cH:16][cH:17]1. Reactants: CC(N)c1ccc(Br)cc1, CCO, CCN(C(C)C)C(C)C, Cc1ccc(S(=O)(=O)N(CCCl)CCCl)cc1, O. Product: Cc1ccc(S(=O)(=O)N2CCN(C(C)c3ccc(Br)cc3)CC2)cc1. Reaction SMILES: [Br:18][c:19]1[cH:20][cH:21][c:22]([CH:25]([CH3:26])[NH2:27])[cH:23][cH:24]1.[CH3:28][CH2:29][OH:30].[CH:32]([N:33]([CH2:34][CH3:35])[CH:36]([CH3:37])[CH3:38])([CH3:39])[CH3:40].[Cl:1][CH2:2][CH2:3][N:4]([S:5](=[O:6])(=[O:7])[c:8]1[cH:9][cH:10][c:11]([CH3:14])[cH:12][cH:13]1)[CH2:15][CH2:16][Cl:17].[OH2:31]>>[CH2:2]1[CH2:3][N:4]([S:5](=[O:6])(=[O:7])[c:8]2[cH:9][cH:10][c:11]([CH3:14])[cH:12][cH:13]2)[CH2:15][CH2:16][N:27]1[CH:25]([c:22]1[cH:21][cH:20][c:19]([Br:18])[cH:24][cH:23]1)[CH3:26]. Starting materials: COC1=C(C(=CC=C1)OC)C1CCCC(N1)=O (6-(2,6-dimethoxyphenyl)piperidin-2-one), BrCC1=CC=C(C=C1)Cl (1-(bromomethyl)-4-chlorobenzene). Yields the product ClC1=CC=C(CN2C(CCCC2C2=C(C=CC=C2OC)OC)=O)C=C1 (1-(4-chlorobenzyl)-6-(2,6-dimethoxyphenyl)piperidin-2-one). As a reaction SMILES: [CH3:1][O:2][C:3]1[CH:8]=[CH:7][CH:6]=[C:5]([O:9][CH3:10])[C:4]=1[CH:11]1[NH:16][C:15](=[O:17])[CH2:14][CH2:13][CH2:12]1.Br[CH2:19][C:20]1[CH:25]=[CH:24][C:23]([Cl:26])=[CH:22][CH:21]=1>>[Cl:26][C:23]1[CH:24]=[CH:25][C:20]([CH2:19][N:16]2[CH:11]([C:4]3[C:5]([O:9][CH3:10])=[CH:6][CH:7]=[CH:8][C:3]=3[O:2][CH3:1])[CH2:12][CH2:13][CH2:14][C:15]2=[O:17])=[CH:21][CH:22]=1. Procedure details: Prepared according to the described general procedure 4 (GP4) by reaction of 6-(2,6-dimethoxyphenyl)piperidin-2-one with commercially available 1-(bromomethyl)-4-chlorobenzene. Subsequent purification by preparative HPLC afforded the target compound. LC-MS (conditions E): tR=0.77 min.; [M+H]+: 360.18 g/mol. The reactants are CCN(C(C)C)C(C)C (DIPEA), C(C)(C)(C)OC(=O)N[C@@H]1C(N2[C@@H](SCC1)CCC[C@H]2C(=O)O)=O ((4S,7S,10aS)-4-(tert-butoxycarbonylamino)-5-oxooctahydro-2H-pyrido[2,1-b][1,3]thiazepine-7-carboxylic acid), S1C(=NC=C1)N (thiazol-2-amine), ON1N=NC2=C1N=CC=C2 (1-hydroxy-7-azabenzotriazole), C(CCl)Cl (EDC). The solvent is CN(C)C=O (DMF). Run at time 8 hour. Yields the product O=C1N2[C@@H](SCC[C@@H]1NC(OC(C)(C)C)=O)CCC[C@H]2C(NC=2SC=CN2)=O (tert-butyl (4S,7S,10aS)-5-oxo-7-(thiazol-2-ylcarbamoyl)octahydro-2H-pyrido[2,1-b][1,3]thiazepin-4-ylcarbamate). Yield: 51.2%. Reaction SMILES: CCN(C(C)C)C(C)C.[C:10]([O:14][C:15]([NH:17][C@H:18]1[CH2:24][CH2:23][S:22][C@H:21]2[CH2:25][CH2:26][CH2:27][C@@H:28]([C:29](O)=[O:30])[N:20]2[C:19]1=[O:32])=[O:16])([CH3:13])([CH3:12])[CH3:11].[S:33]1[CH:37]=[CH:36][N:35]=[C:34]1[NH2:38].ON1C2N=CC=CC=2N=N1.C(Cl)CCl>CN(C=O)C>[O:32]=[C:19]1[C@@H:18]([NH:17][C:15](=[O:16])[O:14][C:10]([CH3:11])([CH3:12])[CH3:13])[CH2:24][CH2:23][S:22][C@H:21]2[CH2:25][CH2:26][CH2:27][C@@H:28]([C:29](=[O:30])[NH:38][C:34]3[S:33][CH:37]=[CH:36][N:35]=3)[N:20]12. Procedure details: DIPEA (0.036 mL, 0.21 mmol) was added to a cold (0° C.) mixture of (4S,7S,10aS)-4-(tert-butoxycarbonylamino)-5-oxooctahydro-2H-pyrido[2,1-b][1,3]thiazepine-7-carboxylic acid (55 mg, 0.16 mmol), thiazol-2-amine (19.2 mg, 0.192 mmol) and 1-hydroxy-7-azabenzotriazole (26.1 mg, 0.192 mmol) in DMF (0.6 mL). Then EDC (36.7 mg, 0.192 mmol) was added. The reaction was stirred at rt for 8 hr. The crude mixture was purified by RP prep-HPLC (Method B) to give tert-butyl (4S,7S,10aS)-5-oxo-7-(thiazol-2-ylca... Starting materials: BrCC1(OC2=C(C1)C(=C(C(=C2C)C)NC=O)C)C (N-(2-bromomethyl-2,3-dihydro-2,4,6,7-tetramethylbenzofuran-5-yl)formamide), [C-]#N.[Na+] (sodium cyanide). Solvent: CS(=O)C (dimethyl sulfoxide), O (water). Yields the product C(#N)CC1(OC2=C(C1)C(=C(C(=C2C)C)NC=O)C)C (N-(2-Cyanomethyl-2,3-dihydro-2,4,6,7-tetramethylbenzofuran-5-yl)formamide). Isolated yield 84.6%. RXN SMILES: Br[CH2:2][C:3]1([CH3:18])[CH2:7][C:6]2[C:8]([CH3:17])=[C:9]([NH:14][CH:15]=[O:16])[C:10]([CH3:13])=[C:11]([CH3:12])[C:5]=2[O:4]1.[C-:19]#[N:20].[Na+]>CS(C)=O.O>[C:19]([CH2:2][C:3]1([CH3:18])[CH2:7][C:6]2[C:8]([CH3:17])=[C:9]([NH:14][CH:15]=[O:16])[C:10]([CH3:13])=[C:11]([CH3:12])[C:5]=2[O:4]1)#[N:20] |f:1.2|. Reported procedure: A solution of N-(2-bromomethyl-2,3-dihydro-2,4,6,7-tetramethylbenzofuran-5-yl)formamide (20 g) and sodium cyanide (17 g) in dimethyl sulfoxide (100 mL) was stirred under argon gas at 100° C. for 13 hours. This reaction mixture was diluted with water and extracted with ethyl acetate. The extract was washed with water and saturated aqueous NaCl, dried over MgSO4, and concentrated under reduced pressure. The residue was recrystallized from ethyl acetate/diisopropyl ether to provide 14 g of the titl... Reactants: ClC1=NC=CC(=C1)C#CC=1N=C(NC1)C (2-chloro-4-(2-methyl-1H-imidazol-4-ylethynyl)-pyridine), FC1=NC=C(C=C1)C (2-fluoro-5-methyl-pyridine). Yields the product ClC1=NC=CC(=C1)C#CC=1N=C(N(C1)C1=NC=C(C=C1)C)C (2-[4-(2-Chloro-pyridin-4-ylethynyl)-2-methyl-imidazol-1-yl]-5-methyl-pyridine). As a reaction SMILES: [Cl:1][C:2]1[CH:7]=[C:6]([C:8]#[C:9][C:10]2[N:11]=[C:12]([CH3:15])[NH:13][CH:14]=2)[CH:5]=[CH:4][N:3]=1.F[C:17]1[CH:22]=[CH:21][C:20]([CH3:23])=[CH:19][N:18]=1>>[Cl:1][C:2]1[CH:7]=[C:6]([C:8]#[C:9][C:10]2[N:11]=[C:12]([CH3:15])[N:13]([C:17]3[CH:22]=[CH:21][C:20]([CH3:23])=[CH:19][N:18]=3)[CH:14]=2)[CH:5]=[CH:4][N:3]=1. Procedure details: The title compound, MS: m/e=309.5 (M+H+), was prepared in accordance with the general method of example 3 from 2-chloro-4-(2-methyl-1H-imidazol-4-ylethynyl)-pyridine and 2-fluoro-5-methyl-pyridine.